This data is from the Open Reaction Database (ORD), a public repository of structured organic reaction records. The task is: describe an organic reaction: reactants, conditions, products, and yield As a reaction SMILES: [C:1]([C:4]1[CH:9]=[CH:8][C:7]([B:10]([OH:12])[OH:11])=[CH:6][CH:5]=1)([OH:3])=[O:2].O[N:14]1[C:18](=[O:19])[CH2:17][CH2:16][C:15]1=[O:20].C1(N=C=NC2CCCCC2)CCCCC1.ClCl>CN(C=O)C.ClCCl>[C:15]1(=[O:20])[N:14]([O:2][C:1]([C:4]2[CH:5]=[CH:6][C:7]([B:10]([OH:12])[OH:11])=[CH:8][CH:9]=2)=[O:3])[C:18](=[O:19])[CH2:17][CH2:16]1. Solvent: CN(C)C=O (DMF), ClCCl (dichloromethane). Reported procedure: 4-Carboxyphenyl-boronic acid (CPBA, Example 1, 0.25 g, 1.51 mmol) and N-hydroxysuccinimide (0.26 g, 2.26 mmol) were dissolved in 8.5 ml DMF using a magnetic stirrer. 20 ml of dichloromethane (CH2Cl2) was then added, and the solution was stirred for 10 minutes. N,N'-dicyclohexyl-carbodiimide (DCC, 0.93 g, 4.52 mmol) in 3 ml CH2 Cl2 was then added. The solution was left to react under a nitrogen atmosphere overnight (approx. 12 hours) at ambient temperature, and then filtered to remove the insolub... Run at time 10 minute. Starting materials: C1(CCCCC1)N=C=NC1CCCCC1 (N,N'-dicyclohexyl-carbodiimide), ClCl (Cl2), C(=O)(O)C1=CC=C(C=C1)B(O)O (4-Carboxy-phenylboronic acid), ON1C(CCC1=O)=O (N-hydroxysuccinimide). Product: C1(CCC(N1OC(=O)C1=CC=C(C=C1)B(O)O)=O)=O (4-Succinimidyloxycarbonyl-phenylboronic acid). Reactants: COC1=CC=C(C=C1)CCN (4-methoxy-β-phenylethylamine), ClC(Cl)(OC(OC(Cl)(Cl)Cl)=O)Cl (triphosgene). The solvent is O1CCCC1 (tetrahydrofuran). The product is COC1=CC=C(C=C1)CCN=C=O (4-methoxy-β-phenylethyl isocyanate). Isolated yield 0.1%. Reaction SMILES: [CH3:1][O:2][C:3]1[CH:8]=[CH:7][C:6]([CH2:9][CH2:10][NH2:11])=[CH:5][CH:4]=1.Cl[C:13](Cl)([O:15]C(=O)OC(Cl)(Cl)Cl)Cl>O1CCCC1>[CH3:1][O:2][C:3]1[CH:8]=[CH:7][C:6]([CH2:9][CH2:10][N:11]=[C:13]=[O:15])=[CH:5][CH:4]=1. Procedure details: 4.53 g (30 mol) of 4-methoxy-β-phenylethylamine are added dropwise to a solution of 2.96 g (10.0 mol) of triphosgene in 30 ml of dry tetrahydrofuran and the mixture is heated at the boiling point for 2 hours. The solution is cooled to room temperature and filtered and the filtrate is concentrated in vacuo. The colorless oil which remains is purified by bulb tube distillation under a pressure of 2 mmHg at a bath temperature of 220° C. to give 1.1 g of 4-methoxy-β-phenylethyl isocyanate. 0.7 g (4.... Product: Nc1ccc(Cc2oc3ccccc3c2C(=O)c2ccc(O)cc2)cc1. Reaction SMILES: [Cl-:31].[ClH:32].[OH2:29].[OH2:30].[OH:1][c:2]1[cH:3][cH:4][c:5]([C:6](=[O:7])[c:8]2[c:9]([CH2:17][c:18]3[cH:19][cH:20][c:21]([N+:24]([O-:25])=[O:26])[cH:22][cH:23]3)[o:10][c:11]3[c:12]2[cH:13][cH:14][cH:15][cH:16]3)[cH:27][cH:28]1>>[OH:1][c:2]1[cH:3][cH:4][c:5]([C:6](=[O:7])[c:8]2[c:9]([CH2:17][c:18]3[cH:19][cH:20][c:21]([NH2:24])[cH:22][cH:23]3)[o:10][c:11]3[c:12]2[cH:13][cH:14][cH:15][cH:16]3)[cH:27][cH:28]1. The reactants are [Cl-], Cl, O, O, O=C(c1ccc(O)cc1)c1c(Cc2ccc([N+](=O)[O-])cc2)oc2ccccc12.